Dataset: the Open Reaction Database (ORD), a public repository of structured organic reaction records. Task: describe an organic reaction: reactants, conditions, products, and yield Starting materials: FC(C(=O)NC1(CC(C1)=C)C1=CC=C(C=C1)C1=NC=2C=CN3C(C2C=C1C1=CC=CC=C1)=NN=C3C3=NC=CC=N3)(F)F (2,2,2-trifluoro-N-(3-methylene-1-{4-[9-phenyl-3-(2-pyrimidinyl)[1,2,4]triazolo[3,4-f]-1,6-naphthyridin-8-yl]phenyl}cyclobutyl)acetamide). Reagents/catalysts: [Pd] (palladium on carbon). Solvent: C1CCOC1 (THF). Reaction conditions: time 30 minute. Yields the product FC(C(=O)NC1(CC(C1)C)C1=CC=C(C=C1)C1=NC=2C=CN3C(C2C=C1C1=CC=CC=C1)=NN=C3C3=NC=CC=N3)(F)F (2,2,2-trifluoro-N-(3-methyl-1-{-4-[9-phenyl-3-(2-pyrimidinyl)[1,2,4]triazolo[3,4-f]-1,6-naphthyridin-8-yl]phenyl}cyclobutyl)acetamide). As a reaction SMILES: [F:1][C:2]([F:43])([F:42])[C:3]([NH:5][C:6]1([C:11]2[CH:16]=[CH:15][C:14]([C:17]3[C:26]([C:27]4[CH:32]=[CH:31][CH:30]=[CH:29][CH:28]=4)=[CH:25][C:24]4[C:23]5=[N:33][N:34]=[C:35]([C:36]6[N:41]=[CH:40][CH:39]=[CH:38][N:37]=6)[N:22]5[CH:21]=[CH:20][C:19]=4[N:18]=3)=[CH:13][CH:12]=2)[CH2:9][C:8](=[CH2:10])[CH2:7]1)=[O:4]>[Pd].C1COCC1>[F:43][C:2]([F:1])([F:42])[C:3]([NH:5][C:6]1([C:11]2[CH:12]=[CH:13][C:14]([C:17]3[C:26]([C:27]4[CH:32]=[CH:31][CH:30]=[CH:29][CH:28]=4)=[CH:25][C:24]4[C:23]5=[N:33][N:34]=[C:35]([C:36]6[N:41]=[CH:40][CH:39]=[CH:38][N:37]=6)[N:22]5[CH:21]=[CH:20][C:19]=4[N:18]=3)=[CH:15][CH:16]=2)[CH2:9][CH:8]([CH3:10])[CH2:7]1)=[O:4]. Procedure: A mixture of 2,2,2-trifluoro-N-(3-methylene-1-{-4-[9-phenyl-3-(2-pyrimidinyl)[1,2,4]triazolo[3,4-f]-1,6-naphthyridin-8-yl]phenyl}cyclobutyl)acetamide (4-11) (5 mg, 0.009 mmol) and palladium on carbon (10%, 10 mg) in THF (5 mL) was stirred under H2 atmosphere at room temperature for 30 minutes. The mixture was filtered through celite pad and the solvent was removed under reduced pressure. The residue was purified by preparative TLC eluting with 5% EtOAc in hexane to give 2,2,2-trifluoro-N-(3-meth... Reactants: CC(C)(C)OC(=O)CN(c1ccc(Br)cc1)S(C)(=O)=O, Cc1ccccc1. Product: CS(=O)(=O)N(CC(=O)O)c1ccc(Br)cc1. As a reaction SMILES: [Br:1][c:2]1[cH:3][cH:4][c:5]([N:8]([S:9](=[O:10])(=[O:11])[CH3:12])[CH2:13][C:14](=[O:15])[O:16][C:17]([CH3:18])([CH3:19])[CH3:20])[cH:6][cH:7]1.[CH3:21][c:22]1[cH:23][cH:24][cH:25][cH:26][cH:27]1>>[Br:1][c:2]1[cH:3][cH:4][c:5]([N:8]([S:9](=[O:10])(=[O:11])[CH3:12])[CH2:13][C:14](=[O:15])[OH:16])[cH:6][cH:7]1. The reactants are C(C)(=O)Cl (Acetyl chloride), Cl (hydrogen chloride), C(C)(C)(C)OC(=O)N1OC(C(=CC1C)C)C1=CC=C(C=C1)OCC (2-t-butoxycarbonyl-3, 6-dihydro-3,5-dimethyl-6-(4-ethoxyphenyl)-2H-1, 2-oxazine). Solvent: CO (methanol), CO (methanol), CO (methanol). Product: Cl.CC1NOC(C(=C1)C)C1=CC=C(C=C1)OCC (3,6-dihydro-3,5-dimethyl-6-(4-ethoxyphenyl)-2H-1,2-oxazine hydrochloride). Reaction SMILES: C([Cl:4])(=O)C.Cl.C(OC([N:13]1[CH:18]([CH3:19])[CH:17]=[C:16]([CH3:20])[CH:15]([C:21]2[CH:26]=[CH:25][C:24]([O:27][CH2:28][CH3:29])=[CH:23][CH:22]=2)[O:14]1)=O)(C)(C)C>CO>[ClH:4].[CH3:19][CH:18]1[CH:17]=[C:16]([CH3:20])[CH:15]([C:21]2[CH:22]=[CH:23][C:24]([O:27][CH2:28][CH3:29])=[CH:25][CH:26]=2)[O:14][NH:13]1 |f:4.5|. Procedure: Acetyl chloride (30 ml) was added dropwise over 10 mins to a cooled solution of methanol (300 ml) The resulting solution of hydrogen chloride in methanol was added to a stirred solution of 2-t-butoxycarbonyl-3, 6-dihydro-3,5-dimethyl-6-(4-ethoxyphenyl)-2H-1, 2-oxazine (11.6 g, 34.8 mmol) in methanol (50 ml). After 4 h at room temperature the mixture was evaporated to a solid (8.35 g), triturated with diethyl ether and the solid filtered to give 3,6-dihydro-3,5-dimethyl-6-(4-ethoxyphenyl)-2H-1,2-...